The task is: describe an organic reaction: reactants, conditions, products, and yield. This data is from the Open Reaction Database (ORD), a public repository of structured organic reaction records. Reactants: C1(=CC=CC=C1)[Li] (phenyllithium), COC1=CC=C(CCN2CC(CCC2)C(=O)OCC)C=C1 (ethyl 1-(4-methoxyphenethyl)piperidine-3-carboxylate). Product: C1(=CC=CC=C1)C(C1CN(CCC1)CCC1=CC=C(C=C1)OC)(O)C1=CC=CC=C1 (3-(Diphenylhydroxymethyl)-1-(4-methoxyphenethyl)piperidine). As a reaction SMILES: [C:1]1([Li])[CH:6]=[CH:5][CH:4]=[CH:3][CH:2]=1.[CH3:8][O:9][C:10]1[CH:28]=[CH:27][C:13]([CH2:14][CH2:15][N:16]2[CH2:21][CH2:20][CH2:19][CH:18]([C:22]([O:24]CC)=O)[CH2:17]2)=[CH:12][CH:11]=1>>[C:1]1([C:22]([C:1]2[CH:6]=[CH:5][CH:4]=[CH:3][CH:2]=2)([OH:24])[CH:18]2[CH2:19][CH2:20][CH2:21][N:16]([CH2:15][CH2:14][C:13]3[CH:12]=[CH:11][C:10]([O:9][CH3:8])=[CH:28][CH:27]=3)[CH2:17]2)[CH:6]=[CH:5][CH:4]=[CH:3][CH:2]=1. Reported procedure: The title compound was prepared by the method of Example 11 by reacting phenyllithium with ethyl 1-(4-methoxyphenethyl)piperidine-3-carboxylate. The title compound was obtained as a colourless oil. Starting materials: CC(C)=O, CC(C)C1(C)C(=O)N=C2c3ncccc3C(=O)N21, O. Product: CC(C)C1(C)C(=O)NC2(O)c3ncccc3C(=O)N21. Reaction SMILES: [CH3:19][C:20]([CH3:21])=[O:22].[CH:1]([CH3:2])([CH3:3])[C:4]1([CH3:18])[C:5](=[O:17])[N:6]=[C:7]2[N:8]1[C:9](=[O:16])[c:10]1[c:11]2[n:12][cH:13][cH:14][cH:15]1.[OH2:23]>>[CH:1]([CH3:2])([CH3:3])[C:4]1([CH3:18])[C:5](=[O:17])[NH:6][C:7]2([OH:22])[N:8]1[C:9](=[O:16])[c:10]1[c:11]2[n:12][cH:13][cH:14][cH:15]1. The reactants are C(C1=CC=CC=C1)OC(=O)C1=C(N=C(NC1C1=CC(=C(C=C1)F)F)OC)CC ((−)-5-(benzyloxycarbonyl)-1,6-dihydro-2-methoxy-4-ethyl-6-(3,4-diflurophenyl)pyrimidine), ClC(=O)OC (methyl chloroformate). Reagents/catalysts: CN(C)C1=CC=NC=C1 (4-(N,N-dimethylamino)pyridine). Run in C(Cl)Cl (CH2Cl2). The product is C(C1=CC=CC=C1)OC(=O)C1=C(N=C(N(C1C1=CC(=C(C=C1)F)F)C(=O)OC)OC)CC ((−)-5-(benzyloxycarbonyl)-4-ethyl-1,6-dihydro-2-methoxy-6-(3,4-difluorophenyl)-1-[methoxycarbonyl]pyrimidine). Isolated yield 67.5%. As a reaction SMILES: [CH2:1]([O:8][C:9]([C:11]1[CH:16]([C:17]2[CH:22]=[CH:21][C:20]([F:23])=[C:19]([F:24])[CH:18]=2)[NH:15][C:14]([O:25][CH3:26])=[N:13][C:12]=1[CH2:27][CH3:28])=[O:10])[C:2]1[CH:7]=[CH:6][CH:5]=[CH:4][CH:3]=1.Cl[C:30]([O:32][CH3:33])=[O:31]>CN(C1C=CN=CC=1)C.C(Cl)Cl>[CH2:1]([O:8][C:9]([C:11]1[CH:16]([C:17]2[CH:22]=[CH:21][C:20]([F:23])=[C:19]([F:24])[CH:18]=2)[N:15]([C:30]([O:32][CH3:33])=[O:31])[C:14]([O:25][CH3:26])=[N:13][C:12]=1[CH2:27][CH3:28])=[O:10])[C:2]1[CH:7]=[CH:6][CH:5]=[CH:4][CH:3]=1. Procedure: To a well stirred solution of (−)-5-(benzyloxycarbonyl)-1,6-dihydro-2-methoxy-4-ethyl-6-(3,4-diflurophenyl)pyrimidine (0.6 g, 1.5 mmol) and 4-(N,N-dimethylamino)pyridine (0.32 g, 2.66 mmol) in CH2Cl2 (6 mL) was added methyl chloroformate (0.2 mL, 2.66 mmol) at room temperature. The solvent was removed in vacuo and the residue was purified by column chromatography on silica gel with 3:1 Petroleum ether/EtOAC as the eluting system to obtain 0.45 g (78% yield) of (−)-5-(benzyloxycarbonyl)-4-ethyl-1... Starting materials: C1(=CC=CC=C1)C1=CC(=NC2=CC=CC=C12)OCCCCCC(=O)O (6-[(4-phenyl-2-quinolyl)oxy]hexanoic acid), N1CCCC1 (pyrrolidine). The solvent is O1CCCC1 (tetrahydrofuran). Run at time 2 hour. Product: C1(=CC=CC=C1)C1=CC(=NC2=CC=CC=C12)OCCCCCC(=O)N1CCCC1 (1-[6-(4-phenyl-2-quinolyloxy)hexanoyl]pyrrolidine). As a reaction SMILES: [C:1]1([C:7]2[C:16]3[C:11](=[CH:12][CH:13]=[CH:14][CH:15]=3)[N:10]=[C:9]([O:17][CH2:18][CH2:19][CH2:20][CH2:21][CH2:22][C:23](O)=[O:24])[CH:8]=2)[CH:6]=[CH:5][CH:4]=[CH:3][CH:2]=1.[NH:26]1[CH2:30][CH2:29][CH2:28][CH2:27]1>O1CCCC1>[C:1]1([C:7]2[C:16]3[C:11](=[CH:12][CH:13]=[CH:14][CH:15]=3)[N:10]=[C:9]([O:17][CH2:18][CH2:19][CH2:20][CH2:21][CH2:22][C:23]([N:26]3[CH2:30][CH2:29][CH2:28][CH2:27]3)=[O:24])[CH:8]=2)[CH:6]=[CH:5][CH:4]=[CH:3][CH:2]=1. Reported procedure: To a solution of 5 g of 6-[(4-phenyl-2-quinolyl)oxy]hexanoic acid in 120 cc of tetrahydrofuran is added 2.9 g of 1,1'-carbonyldiimldazole. The mixture is stirred for 2 hours to 50 C. After cooling, 1.3 g of pyrrolidine is added and the mixture is stirred at room temperature overnight. The tetrahydrofuran is removed in vacuo and the residue partitioned between ethyl acetate and water. The ethyl acetate solution is washed with water, dried (Na2SO4), filtered and concentrated in vacuo. The resultan... Reactants: CCn1cc(-c2ccc(O)cc2)nc1S, CCO, [NH4+], [OH-]. Yields the product CCn1cnc(-c2ccc(O)cc2)c1. Reaction SMILES: [CH2:3]([CH3:4])[n:5]1[c:6]([SH:17])[n:7][c:8](-[c:10]2[cH:11][cH:12][c:13]([OH:16])[cH:14][cH:15]2)[cH:9]1.[CH3:18][CH2:19][OH:20].[NH4+:1].[OH-:2]>>[CH2:3]([CH3:4])[n:5]1[cH:6][n:7][c:8](-[c:10]2[cH:11][cH:12][c:13]([OH:16])[cH:14][cH:15]2)[cH:9]1.